From a dataset of the Open Reaction Database (ORD), a public repository of structured organic reaction records. describe an organic reaction: reactants, conditions, products, and yield The reactants are O=C1[C@@]2(C=3C(=NC=CC3)N1COCC[Si](C)(C)C)CC=1C(=NC=C(C1)C(=O)OC)C2 (methyl (6S)-2′-oxo-1′-{[2-(trimethylsilyl)ethoxy]methyl}-1′,2′,5,7-tetrahydrospiro[cyclopenta[b]pyridine-6,3′-pyrrolo[2,3-b]pyridine]-3-carboxylate), [OH-].[Na+] (sodium hydroxide), Cl (HCl), Cl (HCl). Run in CO (methanol), CO (methanol). Run at temperature 55 celsius, time 20 hour. Yields the product O=C1[C@@]2(C=3C(=NC=CC3)N1)CC=1C(=NC=C(C1)C(=O)O)C2 ((6S)-2′-Oxo-1′,2′,5,7-tetrahydrospiro[cyclopenta[b]pyridine-6,3′-pyrrolo[2,3-b]pyridine]-3-carboxylic acid). Reaction SMILES: [O:1]=[C:2]1[N:10](COCC[Si](C)(C)C)[C:5]2=[N:6][CH:7]=[CH:8][CH:9]=[C:4]2[C@@:3]21[CH2:30][C:21]1=[N:22][CH:23]=[C:24]([C:26]([O:28]C)=[O:27])[CH:25]=[C:20]1[CH2:19]2.Cl.[OH-].[Na+]>CO>[O:1]=[C:2]1[NH:10][C:5]2=[N:6][CH:7]=[CH:8][CH:9]=[C:4]2[C@@:3]21[CH2:30][C:21]1=[N:22][CH:23]=[C:24]([C:26]([OH:28])=[O:27])[CH:25]=[C:20]1[CH2:19]2 |f:2.3|. Procedure: A solution of methyl (6S)-2′-oxo-1′-{[2-(trimethylsilyl)ethoxy]methyl}-1′,2′,5,7-tetrahydrospiro[cyclopenta[b]pyridine-6,3′-pyrrolo[2,3-b]pyridine]-3-carboxylate (238 g, 559 mmol) in methanol (2 L) was saturated with HCl gas, allowing temperature to increase to 55° C. The reaction mixture was cooled to 23° C., stirred for 20 h, then concentrated. Aqueous 10 N sodium hydroxide (400 mL, 4 mol) was added to a solution of the residue in methanol (2 L), and the resulting mixture was heated at reflux ... The reactants are 1300(m), N#N (N2), ( s ), C(OC)(OC)=O (dimethyl carbonate), ( s ), ( s ), N#N (N2), ( s ), C(=C)N1C=NC=C1 (1-vinylimidazole), C(CCC)[Li] (n-butyllithium), [Na+].[Cl-] (NaCl). Run in C1CCOC1 (THF), C1CCOC1 (THF). Reaction conditions: temperature -78 celsius, time 1 hour. Yields the product C(=C)N1C(=NC=C1)C(=O)C=1N(C=CN1)C=C (Bis(1-vinylimidazol-2-yl) ketone). As a reaction SMILES: N#N.[CH:3]([N:5]1[CH:9]=[CH:8][N:7]=[CH:6]1)=[CH2:4].C([Li])C[CH2:12][CH3:13].[C:15](=[O:20])(OC)OC.[Na+].[Cl-]>C1COCC1>[CH:3]([N:5]1[CH:9]=[CH:8][N:7]=[C:6]1[C:15]([C:6]1[N:5]([CH:12]=[CH2:13])[CH:9]=[CH:8][N:7]=1)=[O:20])=[CH2:4] |f:4.5|. Reported procedure: A flame-dry round-bottom flask with magnetic stir bar is cooled under N2 flow. 180 mLs anhydrous THF is added via canula and positive N2 pressure is established. 7.39 g (78.5 mmol) of 1-vinylimidazole (a light yellow liquid) is added via syringe. The vessel is then cooled to -78° C. by immersion is a CO2 /EtOH bath. Once cool, 32 mLs of 2.5M n-butyllithium is carefully added via syringe. The reaction is allowed to stir for approximately 1 hour while -78° C. is maintained. Meanwhile a second 500 ... The reactants are [N+](=O)([O-])C1=C(C(=O)O)C=CC(=C1)C(F)(F)F (2-Nitro-4-trifluoromethyl-benzoic acid), CNOC (N,O-dimethylhydroxy amine), CN1CCOCC1 (NMM), C[N+]1(CCOCC1)C2=NC(=NC(=N2)OC)OC.[Cl-] (DMTMM). The solvent is C1CCOC1 (THF). Product: CON(C(C1=C(C=C(C=C1)C(F)(F)F)[N+](=O)[O-])=O)C (N-methoxy-N-methyl-2-nitro-4-trifluoromethyl-benzamide). Isolated yield 87.3%. As a reaction SMILES: [N+:1]([C:4]1[CH:12]=[C:11]([C:13]([F:16])([F:15])[F:14])[CH:10]=[CH:9][C:5]=1[C:6](O)=[O:7])([O-:3])=[O:2].[CH3:17][NH:18][O:19][CH3:20].CN1CCOCC1.C[N+]1(C2N=C(OC)N=C(OC)N=2)CCOCC1.[Cl-]>C1COCC1>[CH3:20][O:19][N:18]([CH3:17])[C:6](=[O:7])[C:5]1[CH:9]=[CH:10][C:11]([C:13]([F:16])([F:15])[F:14])=[CH:12][C:4]=1[N+:1]([O-:3])=[O:2] |f:3.4|. Reported procedure: 2-Nitro-4-trifluoromethyl-benzoic acid (2.753 mg, 11.7 mmol) in THF was reacted with N,O-dimethylhydroxy amine (1.277 g, 13.1 mmol), NMM (3 ml) and DMTMM (3.34 g) at room temperature overnight. The reaction mixture was quenched by adding H2O. The mixture was extracted with ethyl acetate (50 ml×3). The combined organic layer was washed 1M NaHCO3 (50 ml×2), 3% HCl (50 ml×2) and brine (50 ml), and then dried over MgSO4. The filterate was concentrated in vacuo to yield the title compound (2.84 g, 87... The reactants are C(#N)C(C(=O)N)=C(C1=CC=C(C=C1)C)SC (2-cyano-3-methylthio-3-(4-tolyl) acrylamide), Cl.COC1=CC=C(C=C1)NN (4-methoxyphenylhydrazine hydrochloride), [OH-].[Na+] (sodium hydroxide), C(#N)C(C(=O)N)=C(C1=CC=C(C=C1)C)SC (2-cyano-3-methylthio-3-(4-tolyl)acrylamide). Yields the product NC1=C(C(=NN1C1=CC=C(C=C1)OC)C1=CC=C(C=C1)C)C(=O)N (5-Amino-1-(4-methoxyphenyl)-3-(4-tolyl)pyrazole-4-carboxamide). Isolated yield 31.3%. As a reaction SMILES: [C:1]([C:3](=[C:7](SC)[C:8]1[CH:13]=[CH:12][C:11]([CH3:14])=[CH:10][CH:9]=1)[C:4]([NH2:6])=[O:5])#[N:2].Cl.[CH3:18][O:19][C:20]1[CH:25]=[CH:24][C:23]([NH:26][NH2:27])=[CH:22][CH:21]=1.[OH-].[Na+]>>[NH2:2][C:1]1[N:26]([C:23]2[CH:24]=[CH:25][C:20]([O:19][CH3:18])=[CH:21][CH:22]=2)[N:27]=[C:7]([C:8]2[CH:13]=[CH:12][C:11]([CH3:14])=[CH:10][CH:9]=2)[C:3]=1[C:4]([NH2:6])=[O:5] |f:1.2,3.4|. Reported procedure: The title compound was prepared from 2-cyano-3-methylthio-3-(4-tolyl) acrylamide (232 mg, 1.0 mmol), 4-methoxyphenylhydrazine hydrochloride (192 mg, 1.1 mmol) and sodium hydroxide (44 mg, 1.1 mmol) following the procedure used for the compound of Example 12. The crude product was purified by chromatography (SiO2, 75% ethyl acetate in hexane) and recrystallisation from ethyl acetate-hexane to give the title compound as white crystals (101 mg) m.p. 174-175°. δH (d6DMSO) 7.49-7.43 (4H, m), 7.28 (2H... The reactants are [N+](=O)([O-])C1=CC=C(C=C1)NN (4-Nitrophenylhydrazine), ClC1=CC=C(C(=O)Cl)C=C1 (4-chlorobenzoyl chloride). Solvent: C(C)#N (acetonitrile), C(C)#N (acetonitrile). Conditions: temperature 0 celsius, time 8 hour. Product: ClC1=CC=C(C(=O)NNC2=CC=C(C=C2)[N+](=O)[O-])C=C1 (1-(4-Chlorobenzoyl)-2-(4-nitrophenyl)hydrazine). As a reaction SMILES: [N+:1]([C:4]1[CH:9]=[CH:8][C:7]([NH:10][NH2:11])=[CH:6][CH:5]=1)([O-:3])=[O:2].[Cl:12][C:13]1[CH:21]=[CH:20][C:16]([C:17](Cl)=[O:18])=[CH:15][CH:14]=1>C(#N)C>[Cl:12][C:13]1[CH:21]=[CH:20][C:16]([C:17]([NH:11][NH:10][C:7]2[CH:6]=[CH:5][C:4]([N+:1]([O-:3])=[O:2])=[CH:9][CH:8]=2)=[O:18])=[CH:15][CH:14]=1. Procedure details: 4-Nitrophenylhydrazine (32.0 g, 0.21 mole) was slurried in acetonitrile (500 ml) and the mixture was cooled to 0° C. A solution of 4-chlorobenzoyl chloride (17.5 g, 0.10 mole) in acetonitrile (25 ml) was added dropwise to the cooled slurry. The reaction mixture was allowed to stand overnight. The mixture was filtered and the solid was washed with acetonitrile, then thoroughly with water. The product was recrystallized from acetonitrile and decolorized with charcoal to give a pale yellow solid. Y... Conditions: temperature -15 celsius, time 20 minute. Starting materials: Cl (hydrochloric acid), FC1=C(C=C(C=C1)OC)C=1C(=CC(=CC1)O)O (2′-fluoro-5′-methoxy-[1,1′-biphenyl]-2,4-diol), CC1=NC(=CC=C1)C (2,6-dimethylpyridine), FC(S(=O)(=O)O[Si](C(C)C)(C(C)C)C(C)C)(F)F (triisopropylsilyl trifluoromethanesulfonate). Reported procedure: Under a nitrogen atmosphere, to a solution of 2′-fluoro-5′-methoxy-[1,1′-biphenyl]-2,4-diol (14.6 g) and 2,6-dimethylpyridine (10.2 mL) in toluene (100 mL) was added triisopropylsilyl trifluoromethanesulfonate (21.1 mL) at −15° C., and the mixture was stirred at −15° C. for 20 min. To the reaction mixture was added 1N hydrochloric acid, and the mixture was extracted with ethyl acetate. The extract was washed with saturated brine and dried over anhydrous magnesium sulfate. The solvent was evapora... Solvent: C1(=CC=CC=C1)C (toluene). Yields the product FC1=C(C=C(C=C1)OC)C=1C(=CC(=CC1)O[Si](C(C)C)(C(C)C)C(C)C)O (2′-fluoro-5′-methoxy-4-((triisopropylsilyl)oxy)-[1,1′-biphenyl]-2-ol). As a reaction SMILES: [F:1][C:2]1[CH:7]=[CH:6][C:5]([O:8][CH3:9])=[CH:4][C:3]=1[C:10]1[C:11]([OH:17])=[CH:12][C:13]([OH:16])=[CH:14][CH:15]=1.CC1C=CC=C(C)N=1.FC(F)(F)S(O[Si:32]([CH:39]([CH3:41])[CH3:40])([CH:36]([CH3:38])[CH3:37])[CH:33]([CH3:35])[CH3:34])(=O)=O.Cl>C1(C)C=CC=CC=1>[F:1][C:2]1[CH:7]=[CH:6][C:5]([O:8][CH3:9])=[CH:4][C:3]=1[C:10]1[C:11]([OH:17])=[CH:12][C:13]([O:16][Si:32]([CH:39]([CH3:41])[CH3:40])([CH:36]([CH3:38])[CH3:37])[CH:33]([CH3:35])[CH3:34])=[CH:14][CH:15]=1. As a reaction SMILES: CS(Cl)(=O)=O.O[CH:7]1[O:11][CH2:10][N:9]([C:12]2[CH:17]=[CH:16][CH:15]=[C:14]([C:18]([F:21])([F:20])[F:19])[CH:13]=2)[C:8]1=[O:22].C(N)C=C.[Cl-:27].[Na+]>C(OCC)C.ClCCl.C(N(CC)CC)C>[Cl:27][CH:7]1[O:11][CH2:10][N:9]([C:12]2[CH:17]=[CH:16][CH:15]=[C:14]([C:18]([F:21])([F:20])[F:19])[CH:13]=2)[C:8]1=[O:22] |f:3.4|. Run in ClCCl (dichloromethane), CCOCC (ether), C(C)N(CC)CC (Triethylamine), CCOCC (ether), C(C)OCC (diethylether). The reactants are OC1C(N(CO1)C1=CC(=CC=C1)C(F)(F)F)=O (5-hydroxy-3-(3-trifluoromethylphenyl)oxazolidin4-one), [Cl-].[Na+] (sodium chloride), C(C=C)N (allylamine), CS(=O)(=O)Cl (Methanesulphonyl chloride). Procedure: Methanesulphonyl chloride (0.9 g) dissolved in diethylether (2 ml) was added to a stirred solution of 5-hydroxy-3-(3-trifluoromethylphenyl)oxazolidin4-one (1.0 g, Example 2, Step 4) in dichloromethane (6 ml). Triethylamine (0.8 g) dissolved in ether (2 ml) was added and the mixture allowed to exotherm to 35° C. After 2 hours the mixture was cooled in an ice-water bath and a solution of allylamine (0.92 g) in ether (2 ml) added dropwise. After 1 hour the mixture was treated with aqueous sodium ch... Product: ClC1C(N(CO1)C1=CC(=CC=C1)C(F)(F)F)=O (5-chloro-3-(3-trifluoromethylphenyl)oxazolidin-4-one).